This data is from the Open Reaction Database (ORD), a public repository of structured organic reaction records. The task is: describe an organic reaction: reactants, conditions, products, and yield Yields the product CCOC(=O)c1cc2cc(F)ccc2n1Cc1ccncc1. As a reaction SMILES: [Br:19][CH2:20][c:21]1[cH:22][cH:23][n:24][cH:25][cH:26]1.[BrH:18].[CH2:27]([O:28][CH2:29][CH3:30])[CH3:31].[CH3:32][N:33]([CH3:34])[CH:35]=[O:36].[F:1][c:2]1[cH:3][c:4]2[cH:5][c:6]([C:11](=[O:12])[O:13][CH2:14][CH3:15])[nH:7][c:8]2[cH:9][cH:10]1.[H-:16].[Na+:17]>>[F:1][c:2]1[cH:3][c:4]2[cH:5][c:6]([C:11](=[O:12])[O:13][CH2:14][CH3:15])[n:7]([CH2:20][c:21]3[cH:22][cH:23][n:24][cH:25][cH:26]3)[c:8]2[cH:9][cH:10]1. Reactants: BrCc1ccncc1, Br, CCOCC, CN(C)C=O, CCOC(=O)c1cc2cc(F)ccc2[nH]1, [H-], [Na+]. Starting materials: ClC1=NC=C(C(=N1)C(C(F)(F)F)(F)F)C(=O)OCC (ethyl 2-chloro-4-pentafluoroethylpyrimidine-5-carboxylate), NN (hydrazine). The solvent is C1CCOC1 (THF). The product is N(N)C1=NC=C(C(=N1)C(C(F)(F)F)(F)F)C(=O)OCC (Ethyl 2-hydrazino-4-pentafluoroethylpyrimidine-5-carboxylate). Isolated yield 95.0%. RXN SMILES: Cl[C:2]1[N:7]=[C:6]([C:8]([F:14])([F:13])[C:9]([F:12])([F:11])[F:10])[C:5]([C:15]([O:17][CH2:18][CH3:19])=[O:16])=[CH:4][N:3]=1.[NH2:20][NH2:21]>C1COCC1>[NH:20]([C:2]1[N:7]=[C:6]([C:8]([F:14])([F:13])[C:9]([F:12])([F:11])[F:10])[C:5]([C:15]([O:17][CH2:18][CH3:19])=[O:16])=[CH:4][N:3]=1)[NH2:21]. Procedure: The title compound was prepared as described in Example 18, but employing a solution of ethyl 2-chloro-4-pentafluoroethylpyrimidine-5-carboxylate (0.30 g, 0.99 mmol) and hydrazine (0.16 g, 5.0 mmol) in THF (20 mL) resulting in a 95% yield (0.28 g); 1HNMR (CDCl3) δ 8.86 (bs, 1H), 7.12 (bs, 1H), 4.37 (q, 2H), 1.72 (bs, 2H), 1.38 (t, 3H). Reactants: crude mixture, C(C)OC(=O)N1CCC(CC1)C1=CN(C2=CC=CC=C12)CCOCC (4-[1-(2-ethoxyethyl)-1H-indol-3-yl]-piperidine-1-carboxylic acid ethyl ester), [OH-].[K+] (potassium hydroxide). Run in C(C)(C)O (iso-propanol), C(C)(C)O (iso-propanol). Product: C(C)OCCN1C=C(C2=CC=CC=C12)C1CCNCC1 (1-(2-ethoxyethyl)-3-piperidin-4-yl-1H-indole). Reaction SMILES: C(OC([N:6]1[CH2:11][CH2:10][CH:9]([C:12]2[C:20]3[C:15](=[CH:16][CH:17]=[CH:18][CH:19]=3)[N:14]([CH2:21][CH2:22][O:23][CH2:24][CH3:25])[CH:13]=2)[CH2:8][CH2:7]1)=O)C.[OH-].[K+]>C(O)(C)C>[CH2:24]([O:23][CH2:22][CH2:21][N:14]1[C:15]2[C:20](=[CH:19][CH:18]=[CH:17][CH:16]=2)[C:12]([CH:9]2[CH2:8][CH2:7][NH:6][CH2:11][CH2:10]2)=[CH:13]1)[CH3:25] |f:1.2|. Procedure: To a solution of 16 g (0.054 mol) of 4-[1-(2-ethoxyethyl)-1H-indol-3-yl]-piperidine-1-carboxylic acid ethyl ester in 10 ml of iso-propanol, a solution of 32 g of potassium hydroxide in 270 ml of iso-propanol was added. The crude mixture was refluxed for 16 hours. After cooling at room temperature, the solvent was removed at reduced pressure and the crude mixture was extracted between ethyl acetate and water. The organic layer was dried with sodium sulphate and after filtration, the solvent was r... Reactants: O=CC1CCCCC1, ClC(Cl)Cl, O=C1NNC(c2ccncc2)C1c1ccc(Cl)c(Cl)c1. Yields the product O=C1NN(CC2CCCCC2)C(c2ccncc2)C1c1ccc(Cl)c(Cl)c1. RXN SMILES: [CH:21]1([CH:27]=[O:28])[CH2:22][CH2:23][CH2:24][CH2:25][CH2:26]1.[CH:29]([Cl:30])([Cl:31])[Cl:32].[Cl:1][c:2]1[cH:3][c:4]([CH:9]2[C:10](=[O:20])[NH:11][NH:12][CH:13]2[c:14]2[cH:15][cH:16][n:17][cH:18][cH:19]2)[cH:5][cH:6][c:7]1[Cl:8]>>[Cl:1][c:2]1[cH:3][c:4]([CH:9]2[C:10](=[O:20])[NH:11][N:12]([CH2:27][CH:21]3[CH2:22][CH2:23][CH2:24][CH2:25][CH2:26]3)[CH:13]2[c:14]2[cH:15][cH:16][n:17][cH:18][cH:19]2)[cH:5][cH:6][c:7]1[Cl:8]. Starting materials: OC1=C(C=O)C=CC(=C1)OCC=C(C)C (2-hydroxy-4-(3methylbut-2-enyloxy)benzaldehyde), S(=O)(=O)(OC)OC (dimethyl sulfate), C([O-])([O-])=O.[K+].[K+] (potassium carbonate). Run in CC(=O)C (acetone). Yields the product yellow oil, COC1=C(C=O)C=CC(=C1)OCC=C(C)C (2-methoxy-4-(3-methylbut-2-enyloxy)benzaldehyde). Reaction SMILES: [OH:1][C:2]1[CH:9]=[C:8]([O:10][CH2:11][CH:12]=[C:13]([CH3:15])[CH3:14])[CH:7]=[CH:6][C:3]=1[CH:4]=[O:5].S(OC)(O[CH3:20])(=O)=O.C(=O)([O-])[O-].[K+].[K+]>CC(C)=O>[CH3:20][O:1][C:2]1[CH:9]=[C:8]([O:10][CH2:11][CH:12]=[C:13]([CH3:15])[CH3:14])[CH:7]=[CH:6][C:3]=1[CH:4]=[O:5] |f:2.3.4|. Procedure: 10.6 g (206 mmol) of 2-hydroxy-4-(3methylbut-2-enyloxy)benzaldehyde and 5.4 ml of dimethyl sulfate were dissolved in 102 ml of distilled acetone, the solution was added 25.5 g of potassium carbonate, and the resulting mixture was refluxed for 5 hours. The mixture was filtered and the filtrate concentrated in vacuo to give 8.3 g of an yellow oil from which 5.4 g of 2-methoxy-4-(3-methylbut-2-enyloxy)benzaldehyde was isolated by column chromatography over silica gel 60 (Merck 0.063-0.200 mm, 400 g... The reactants are ClC=1C=C(C=CC1C(F)(F)F)C1=CC(=C(C(=C1)C=O)O)C1=CC(=C(C=C1)C(F)(F)F)Cl (3,3″-dichloro-4′-hydroxy-4,4″-bis(trifluoromethyl)-[1,1′:3′,1″-terphenyl]-5′-carbaldehyde), C(C)(C)(C)N (tert-butylamine). The product is C(C)(C)(C)NCC=1C(=C(C=C(C1)C1=CC(=C(C=C1)C(F)(F)F)Cl)C1=CC(=C(C=C1)C(F)(F)F)Cl)O (5′-((tert-Butylamino)methyl)-3,3″-dichloro-4,4″-bis(trifluoromethyl)-[1,1′:3′,1″-terphenyl]-4′-ol). Reaction SMILES: [Cl:1][C:2]1[CH:3]=[C:4]([C:12]2[CH:17]=[C:16]([CH:18]=O)[C:15]([OH:20])=[C:14]([C:21]3[CH:26]=[CH:25][C:24]([C:27]([F:30])([F:29])[F:28])=[C:23]([Cl:31])[CH:22]=3)[CH:13]=2)[CH:5]=[CH:6][C:7]=1[C:8]([F:11])([F:10])[F:9].[C:32]([NH2:36])([CH3:35])([CH3:34])[CH3:33]>>[C:32]([NH:36][CH2:18][C:16]1[C:15]([OH:20])=[C:14]([C:21]2[CH:26]=[CH:25][C:24]([C:27]([F:29])([F:28])[F:30])=[C:23]([Cl:31])[CH:22]=2)[CH:13]=[C:12]([C:4]2[CH:5]=[CH:6][C:7]([C:8]([F:11])([F:10])[F:9])=[C:2]([Cl:1])[CH:3]=2)[CH:17]=1)([CH3:35])([CH3:34])[CH3:33]. Procedure details: 5′-((tert-Butylamino)methyl)-3,3″-dichloro-4,4″-bis(trifluoromethyl)-[1,1′:3′,1″-terphenyl]-4′-ol was prepared as a white solid using the procedure described in Example 5 from 3,3″-dichloro-4′-hydroxy-4,4″-bis(trifluoromethyl)-[1,1′:3′,1″-terphenyl]-5′-carbaldehyde and tert-butylamine.